This data is from the Open Reaction Database (ORD), a public repository of structured organic reaction records. The task is: describe an organic reaction: reactants, conditions, products, and yield Starting materials: Cc1ccc(S(=O)(=O)OCC2Cc3cc(F)cc(-c4ccccc4Cl)c3O2)cc1, CN, Cl. Yields the product CNCC1Cc2cc(F)cc(-c3ccccc3Cl)c2O1. RXN SMILES: [CH3:2][c:3]1[cH:4][cH:5][c:6]([S:7]([O:8][CH2:13][CH:14]2[O:15][c:16]3[c:17]([cH:19][c:20]([F:30])[cH:21][c:22]3-[c:23]3[c:24]([Cl:29])[cH:25][cH:26][cH:27][cH:28]3)[CH2:18]2)(=[O:9])=[O:10])[cH:11][cH:12]1.[CH3:31][NH2:32].[ClH:1]>>[CH2:13]([CH:14]1[O:15][c:16]2[c:17]([cH:19][c:20]([F:30])[cH:21][c:22]2-[c:23]2[c:24]([Cl:29])[cH:25][cH:26][cH:27][cH:28]2)[CH2:18]1)[NH:32][CH3:31]. Starting materials: C(C)(C)NC (N-isopropylmethylamine), NC[C@H]1N(CCC1)CC ((S)-(−)-2-aminomethyl-1-ethylpyrrolidine), ( 3 ). Yields the product CN(CCNC)C(C)C (N,N′-dimethyl-N-(propan-2-yl)ethane-1,2-diamine). As a reaction SMILES: [CH:1]([NH:4][CH3:5])([CH3:3])[CH3:2].N[CH2:7][C@@H:8]1CC[CH2:10][N:9]1CC>>[CH3:5][N:4]([CH:1]([CH3:3])[CH3:2])[CH2:7][CH2:8][NH:9][CH3:10]. Procedure details: By using N-isopropylmethylamine (844.7 mg) as a starting material, the title compound (58 mg) was obtained in the same manners as those of Reference Example 1, (1) and Reference Example 19, (3). Starting materials: C1(=CC=CC=C1)OC (anisole), C1(=CC(=CC=C1)C(=O)Cl)C (m-toluoyl chloride), ice water, [Al+3].[Cl-].[Cl-].[Cl-] (AlCl3). Isolated yield 87.8%. Yields the product COC1=CC=C(C(=O)C2=CC(=CC=C2)C)C=C1 (4-methoxy-3'-methylbenzophenone). Procedure: In sequence, 1,000 mL of carbon disulfide, 384 g (3.55 mole; 10% excess) of anisole, and 500 g (3.23 mole) of m-toluoyl chloride were placed in a 5 L flask, and the contents were cooled to about 10° C. Then 500 g AlCl3 was added in small increments with stirring over a 3 hr period. The stirred mixture was kept at room temperature for 2 days during which 500 mL more of carbon disulfide was added by maintain fluidity. After adding ice-water to decompose the complex, carbon disulfide was removed by... Reaction conditions: temperature 10 celsius, time 3 hour. The solvent is C(=S)=S (carbon disulfide), C(=S)=S (carbon disulfide), C(=S)=S (carbon disulfide). Reaction SMILES: [C:1]1([O:7][CH3:8])[CH:6]=[CH:5][CH:4]=[CH:3][CH:2]=1.[C:9]1([CH3:18])[CH:14]=[CH:13][CH:12]=[C:11]([C:15](Cl)=[O:16])[CH:10]=1.[Al+3].[Cl-].[Cl-].[Cl-]>C(=S)=S>[CH3:8][O:7][C:1]1[CH:6]=[CH:5][C:4]([C:15]([C:11]2[CH:12]=[CH:13][CH:14]=[C:9]([CH3:18])[CH:10]=2)=[O:16])=[CH:3][CH:2]=1 |f:2.3.4.5|. Reactants: C1=C(C=CC2=CC=CC=C12)C=O (2-Naphthaldehyde), COC=1C=C(CC#N)C=CC1OC (3,4-dimethoxybenzyl cyanide). Product: COC=1C=C(C=CC1OC)/C(/C#N)=C/C1=CC2=CC=CC=C2C=C1 ((Z)-2-(3,4-dimethoxy-phenyl)-3-naphthalen-2-yl-acrylonitrile). The yield is 86.4%. As a reaction SMILES: [CH:1]1[C:10]2[C:5](=[CH:6][CH:7]=[CH:8][CH:9]=2)[CH:4]=[CH:3][C:2]=1[CH:11]=O.[CH3:13][O:14][C:15]1[CH:16]=[C:17]([CH:21]=[CH:22][C:23]=1[O:24][CH3:25])[CH2:18][C:19]#[N:20]>>[CH3:13][O:14][C:15]1[CH:16]=[C:17](/[C:18](=[CH:11]/[C:2]2[CH:3]=[CH:4][C:5]3[C:10](=[CH:9][CH:8]=[CH:7][CH:6]=3)[CH:1]=2)/[C:19]#[N:20])[CH:21]=[CH:22][C:23]=1[O:24][CH3:25]. Procedure details: 2-Naphthaldehyde (500 mg) was condensed with 3,4-dimethoxybenzyl cyanide (567 mg) through Method A (production step 2), to thereby yield the target product (yield: 872 mg, 86%). Starting materials: Fc1ccc2c(c1)CCc1ncccc1C2=CBr, CC1(C)OB(c2cc(F)cc(NS(C)(=O)=O)c2)OC1(C)C. Yields the product CS(=O)(=O)Nc1cc(F)cc(C=C2c3ccc(F)cc3CCc3ncccc32)c1. As a reaction SMILES: [Br:1][CH:2]=[C:3]1[c:4]2[c:5]([cH:14][c:15]([F:18])[cH:16][cH:17]2)[CH2:6][CH2:7][c:8]2[n:9][cH:10][cH:11][cH:12][c:13]21.[F:19][c:20]1[cH:21][c:22]([NH:35][S:36](=[O:37])(=[O:38])[CH3:39])[cH:23][c:24]([B:26]2[O:27][C:28]([CH3:29])([CH3:30])[C:31]([CH3:32])([CH3:33])[O:34]2)[cH:25]1>>[CH:2](=[C:3]1[c:4]2[c:5]([cH:14][c:15]([F:18])[cH:16][cH:17]2)[CH2:6][CH2:7][c:8]2[n:9][cH:10][cH:11][cH:12][c:13]21)[c:24]1[cH:23][c:22]([NH:35][S:36](=[O:37])(=[O:38])[CH3:39])[cH:21][c:20]([F:19])[cH:25]1. Starting materials: C(C1=CC=CC=C1)(=O)NNC(C1=CC=C(C=C1)Br)=O (N′-benzoyl-4-bromobenzohydrazide). Solvent: P(=O)(Cl)(Cl)Cl (phosphoryl chloride). Reaction conditions: temperature 100 celsius. Product: BrC1=CC=C(C=C1)C=1OC(=NN1)C1=CC=CC=C1 (2-(4-bromophenyl)-5-phenyl-1,3,4-oxadiazole). As a reaction SMILES: [C:1]([NH:9][NH:10][C:11](=[O:19])[C:12]1[CH:17]=[CH:16][C:15]([Br:18])=[CH:14][CH:13]=1)(=O)[C:2]1[CH:7]=[CH:6][CH:5]=[CH:4][CH:3]=1>P(Cl)(Cl)(Cl)=O>[Br:18][C:15]1[CH:14]=[CH:13][C:12]([C:11]2[O:19][C:1]([C:2]3[CH:3]=[CH:4][CH:5]=[CH:6][CH:7]=3)=[N:9][N:10]=2)=[CH:17][CH:16]=1. Reported procedure: In a 300 mL three-necked flask were placed 19 g (60 mmol) of N′-benzoyl-4-bromobenzohydrazide and 100 mL of phosphoryl chloride. This mixture was stirred while being heated at 100° C. for 5 hours under a stream of nitrogen. After a predetermined time, the solid obtained by distilling off phosphoryl chloride from the mixture under reduced pressure was washed with a saturated aqueous sodium carbonate solution. The mixture was collected by suction filtration, and the collected solid was washed with...